This data is from the Open Reaction Database (ORD), a public repository of structured organic reaction records. The task is: describe an organic reaction: reactants, conditions, products, and yield Starting materials: C(=O)(OC(C)(C)C)N1[C@@H](CC[C@H]1C)CO (N-Boc-2-(S)-hydroxymethyl-5-(R)-methylpyrrolidine), C1(=CC=CC=C1)P(C1=CC=CC=C1)C1=CC=CC=C1 (triphenylphosphine), OC1=CC=C(C(=O)OC)C=C1 (methyl 4-hydroxybenzoate), N(=NC(=O)OC(C)C)C(=O)OC(C)C (diisopropyl azodicarboxylate). Reaction conditions: temperature 60 celsius, time 1 hour. Yields the product C(=O)(OC(C)(C)C)N1[C@@H](CC[C@H]1C)COC1=CC=C(C(=O)OC)C=C1 (methyl 4-[N-Boc-5-(R)-methyl-2-(S)-pyrrolidinylmethoxy]benzoate). The yield is 99.2%. RXN SMILES: [C:1]([N:8]1[C@H:12]([CH3:13])[CH2:11][CH2:10][C@H:9]1[CH2:14][OH:15])([O:3][C:4]([CH3:7])([CH3:6])[CH3:5])=[O:2].C1(P(C2C=CC=CC=2)C2C=CC=CC=2)C=CC=CC=1.O[C:36]1[CH:45]=[CH:44][C:39]([C:40]([O:42][CH3:43])=[O:41])=[CH:38][CH:37]=1.N(C(OC(C)C)=O)=NC(OC(C)C)=O>>[C:1]([N:8]1[C@H:12]([CH3:13])[CH2:11][CH2:10][C@H:9]1[CH2:14][O:15][C:36]1[CH:45]=[CH:44][C:39]([C:40]([O:42][CH3:43])=[O:41])=[CH:38][CH:37]=1)([O:3][C:4]([CH3:6])([CH3:7])[CH3:5])=[O:2]. Procedure: To a stirred solution of N-Boc-2-(S)-hydroxymethyl-5-(R)-methylpyrrolidine (820 mg, 3.81 mmol), triphenylphosphine (1.10 g, 4.19 mmol) and methyl 4-hydroxybenzoate (580 mg, 3.81 mmol) was added diisopropyl azodicarboxylate (841 ml, 4.19 mmol) at rt, and the resulting mixture was stirred at 60° C. for 1 h. The mixture was concentrated in vacuo, and the residue was chromatographed on silica gel with hexane-EtOAc (5:1) as eluent to give methyl 4-[N-Boc-5-(R)-methyl-2-(S)-pyrrolidinylmethoxy]benzoat... The reactants are [H-].[H-].[H-].[H-].[Li+].[Al+3] (LAH), ClC1=CC(=C(S1)COC1=C(C(=C(C=C1)CCC(=O)OCC)F)F)C1=CC=C(C=C1)CC (ethyl 3-(4-[[5-chloro-3-(4-ethylphenyl)thiophen-2-yl]methoxy]-2,3-difluoro phenyl)propanoate). Product: C(C)C1=CC=C(C=C1)C1=C(SC=C1)COC1=C(C(=C(C=C1)CCCO)F)F (3-(4-[[3-(4-ethylphenyl)thiophen-2-yl]methoxy]-2,3-difluorophenyl)propan-1-ol). RXN SMILES: [H-].[H-].[H-].[H-].[Li+].[Al+3].Cl[C:8]1[S:12][C:11]([CH2:13][O:14][C:15]2[CH:20]=[CH:19][C:18]([CH2:21][CH2:22][C:23](OCC)=[O:24])=[C:17]([F:28])[C:16]=2[F:29])=[C:10]([C:30]2[CH:35]=[CH:34][C:33]([CH2:36][CH3:37])=[CH:32][CH:31]=2)[CH:9]=1>>[CH2:36]([C:33]1[CH:32]=[CH:31][C:30]([C:10]2[CH:9]=[CH:8][S:12][C:11]=2[CH2:13][O:14][C:15]2[CH:20]=[CH:19][C:18]([CH2:21][CH2:22][CH2:23][OH:24])=[C:17]([F:28])[C:16]=2[F:29])=[CH:35][CH:34]=1)[CH3:37] |f:0.1.2.3.4.5|. Reported procedure: The title compound was prepared according to the procedure described in Example 223 by LAH reduction of ethyl 3-(4-[[5-chloro-3-(4-ethylphenyl)thiophen-2-yl]methoxy]-2,3-difluoro phenyl)propanoate to give the desired product as off-white oil. 1H NMR (300 MHz, CD3OD) δ7.41 (d, J=5.1 Hz, 1H), 7.30 (d, J=8.4 Hz, 2H), 7.20 (d, J=8.4 Hz, 2H), 7.08 (d, J=5.1 Hz, 1H), 6.82 (t, J=8.7 Hz, 1H), 6.68 (t, J=8.7 Hz, 1H), 5.14 (s, 2H), 3.53 (t, J=6.3 Hz, 2H), 2.59-2.66 (m, 4H), 1.70-1.80 (m, 2H), 1.23 (t, J=7... Starting materials: C(C(C)C)=O (isobutyraldehyde), C(#N)CC(=O)OC (methyl cyanoacetate), C(C)(=O)[O-].[NH4+] (ammonium acetate), C(C)(=O)O (acetic acid). The solvent is C1=CC=CC=C1 (benzene). Conditions: temperature 60 celsius, time 30 minute. Product: COC(C(=CC(C)C)C#N)=O (2-cyano-4-methyl-pent-2-enoic acid methyl ester). RXN SMILES: [CH:1](=O)[CH:2]([CH3:4])[CH3:3].[C:6]([CH2:8][C:9]([O:11][CH3:12])=[O:10])#[N:7].C([O-])(=O)C.[NH4+].C(O)(=O)C>C1C=CC=CC=1>[CH3:12][O:11][C:9](=[O:10])[C:8]([C:6]#[N:7])=[CH:1][CH:2]([CH3:4])[CH3:3] |f:2.3|. Procedure details: To a solution of isobutyraldehyde (18.2 mL, 200 mmol) in dry benzene (20 mL) was added methyl cyanoacetate (18 mL, 200 mmol), ammonium acetate (2 g) and glacial acetic acid (4 mL). The reaction mixture was' stirred at 60° C. for 30 minutes and allowed to cool to room temperature. Excess of solvents was removed in vacuo and the residue was dissolved in EtOAc (200 mL). The organic layer was washed with water, dried over sodium sulfate and evaporated to give 2-cyano-4-methyl-pent-2-enoic acid methy... Reactants: CCCCO, Cc1ccccc1, CC(C)(C)OC(=O)N1CCOc2nc(Cl)ccc2C1, [H-], [Na+], O=C(C=Cc1ccccc1)C=Cc1ccccc1, O=C(C=Cc1ccccc1)C=Cc1ccccc1, O=C(C=Cc1ccccc1)C=Cc1ccccc1, O, [Pd], [Pd], c1ccc(P(c2ccccc2)c2ccc3ccccc3c2-c2c(P(c3ccccc3)c3ccccc3)ccc3ccccc23)cc1. Product: CCCCOc1ccc2c(n1)OCCN(C(=O)OC(C)(C)C)C2. As a reaction SMILES: [CH2:1]([CH2:2][CH2:3][CH3:4])[OH:5].[CH3:73][c:74]1[cH:75][cH:76][cH:77][cH:78][cH:79]1.[Cl:8][c:9]1[cH:10][cH:11][c:12]2[c:18]([n:19]1)[O:17][CH2:16][CH2:15][N:14]([C:20](=[O:21])[O:22][C:23]([CH3:24])([CH3:25])[CH3:26])[CH2:13]2.[H-:6].[Na+:7].[O:100]=[C:101]([CH:102]=[CH:103][c:104]1[cH:105][cH:106][cH:107][cH:108][cH:109]1)[CH:110]=[CH:111][c:112]1[cH:113][cH:114][cH:115][cH:116][cH:117]1.[O:118]=[C:119]([CH:120]=[CH:121][c:122]1[cH:123][cH:124][cH:125][cH:126][cH:127]1)[CH:128]=[CH:129][c:130]1[cH:131][cH:132][cH:133][cH:134][cH:135]1.[O:82]=[C:83]([CH:84]=[CH:85][c:86]1[cH:87][cH:88][cH:89][cH:90][cH:91]1)[CH:92]=[CH:93][c:94]1[cH:95][cH:96][cH:97][cH:98][cH:99]1.[OH2:136].[Pd:80].[Pd:81].[cH:27]1[cH:28][cH:29][c:30]([P:31]([c:32]2[cH:33][cH:34][c:35]3[c:36]([cH:37][cH:38][cH:39][cH:40]3)[c:41]2-[c:42]2[c:43]3[c:44]([cH:45][cH:46][cH:47][cH:48]3)[cH:49][cH:50][c:51]2[P:52]([c:53]2[cH:54][cH:55][cH:56][cH:57][cH:58]2)[c:59]2[cH:60][cH:61][cH:62][cH:63][cH:64]2)[c:65]2[cH:66][cH:67][cH:68][cH:69][cH:70]2)[cH:71][cH:72]1>>[CH2:1]([CH2:2][CH2:3][CH3:4])[O:5][c:9]1[cH:10][cH:11][c:12]2[c:18]([n:19]1)[O:17][CH2:16][CH2:15][N:14]([C:20](=[O:21])[O:22][C:23]([CH3:24])([CH3:25])[CH3:26])[CH2:13]2.